From a dataset of the Open Reaction Database (ORD), a public repository of structured organic reaction records. describe an organic reaction: reactants, conditions, products, and yield Starting materials: CC1C(NCCN1C1=CC(=C(C=C1)[N+](=O)[O-])C(F)(F)F)=O (3-methyl-4-(4-nitro-3-trifluoromethyl-phenyl)-piperazin-2-one). The reagents and catalysts are [Pd] (palladium). Run in CO (MeOH). Product: NC1=C(C=C(C=C1)N1C(C(NCC1)=O)C)C(F)(F)F (4-(4-Amino-3-trifluoromethyl-phenyl)-3-methyl-piperazin-2-one). Yield: 92.0%. Reaction SMILES: [CH3:1][CH:2]1[N:7]([C:8]2[CH:13]=[CH:12][C:11]([N+:14]([O-])=O)=[C:10]([C:17]([F:20])([F:19])[F:18])[CH:9]=2)[CH2:6][CH2:5][NH:4][C:3]1=[O:21]>CO.[Pd]>[NH2:14][C:11]1[CH:12]=[CH:13][C:8]([N:7]2[CH2:6][CH2:5][NH:4][C:3](=[O:21])[CH:2]2[CH3:1])=[CH:9][C:10]=1[C:17]([F:20])([F:19])[F:18]. Procedure details: A solution of 3-methyl-4-(4-nitro-3-trifluoromethyl-phenyl)-piperazin-2-one (118 mg, 0.39 mmol) in MeOH (2 mL) was stirred at RT under a hydrogen atmosphere (1 bar) in the presence of palladium (10% on activated charcoal, 20 mg), then after 45 min insoluble material was removed by filtration through diatomaceous earth. The filtrate was evaporated to afford the title compound (98 mg, 92%). Light yellow viscous oil, MS: 274.1 (M+H)+.